The task is: describe an organic reaction: reactants, conditions, products, and yield. This data is from the Open Reaction Database (ORD), a public repository of structured organic reaction records. Reactants: NC1C(N(C1)C(C(=O)O)C=1SC=CC1)=O (2-(3-Amino-2-oxo-1-azetidinyl)-2-(2-thienyl)acetic acid), C[Si](C)(C)C(C(=O)N)[Si](C)(C)C (bis(trimethylsilyl) acetamide), ClC(=O)OCC (ethyl chloroformate), C(C)(C)(C)OC(=O)NC(CCOC1=CC=C(C=C1)C(C(=O)O)=O)C(=O)OC (4-(3-tert-butoxycarbonylamino-3-methoxycarbonylpropoxy)phenylglyoxylic acid). The reagents and catalysts are CN(C)CC1=CC=CC=C1 (N,N-dimethylbenzylamine). Solvent: CN(C=O)C (N,N-dimethylformamide), ClCCl (dichloromethane), C(C)N(CC)CC (triethylamine), ClCCl (dichloromethane), C([O-])(O)=O.[Na+] (sodium bicarbonate), ClCCl (dichloromethane), ClCCl (dichloromethane). Conditions: time 6 hour. Yields the product C(C)(C)(C)OC(=O)NC(CCOC1=CC=C(C=C1)N(C1C(N(C1)C(C(=O)O)C=1SC=CC1)=O)C(C=O)=O)C(=O)OC (2-[3-{4-(3-tert-butoxycarbonylamino-3-methoxycarbonylpropoxy)phenylglyoxyloylamino}-2-oxo-1-azetidinyl]-2-(2-thienyl)acetic acid). The yield is 14.7%. As a reaction SMILES: [NH2:1][CH:2]1[CH2:5][N:4]([CH:6]([C:10]2[S:11][CH:12]=[CH:13][CH:14]=2)[C:7]([OH:9])=[O:8])[C:3]1=[O:15].C[Si]([CH:20]([Si](C)(C)C)[C:21](N)=[O:22])(C)C.[C:28]([O:32][C:33]([NH:35][CH:36]([C:51]([O:53][CH3:54])=[O:52])[CH2:37][CH2:38][O:39][C:40]1[CH:45]=[CH:44][C:43](C(=O)C(O)=O)=[CH:42][CH:41]=1)=[O:34])([CH3:31])([CH3:30])[CH3:29].ClC(OCC)=[O:57]>ClCCl.CN(CC1C=CC=CC=1)C.C(=O)(O)[O-].[Na+].C(N(CC)CC)C.CN(C)C=O>[C:28]([O:32][C:33]([NH:35][CH:36]([C:51]([O:53][CH3:54])=[O:52])[CH2:37][CH2:38][O:39][C:40]1[CH:45]=[CH:44][C:43]([N:1]([C:21](=[O:22])[CH:20]=[O:57])[CH:2]2[CH2:5][N:4]([CH:6]([C:10]3[S:11][CH:12]=[CH:13][CH:14]=3)[C:7]([OH:9])=[O:8])[C:3]2=[O:15])=[CH:42][CH:41]=1)=[O:34])([CH3:30])([CH3:31])[CH3:29] |f:6.7|. Procedure: 2-(3-Amino-2-oxo-1-azetidinyl)-2-(2-thienyl)acetic acid (380 mg.) was suspended in dichloromethane (15 ml.), and to the suspension, there were added bis(trimethylsilyl) acetamide (0.60 g.) and N,N-dimethylformamide (0.25 ml.). The mixture was stirred at ambient temperature for 6 hours and insoluble materials were filtered off from the mixture, and to the filtrate, there was added bis(trimethylsilyl) acetamide (0.20 g.), whereafter the mixture was stirred for half an hour to prepare a dichloromet... Starting materials: FC(C1(CCCCC1)CO)(F)F ((1-(trifluoromethyl)cyclohexyl)methanol), CC(C)([O-])C.[K+] (potassium tert-butoxide), Cl (hydrochloric acid), ClC=1C(=CC(=C(C(=O)O)C1)F)F (5-chloro-2,4-difluorobenzoic acid). The solvent is CS(=O)C (dimethylsulfoxide). Conditions: time 30 minute. Yields the product ClC=1C(=CC(=C(C(=O)O)C1)F)OCC1(CCCCC1)C(F)(F)F (5-chloro-2-fluoro-4-((1-(trifluoromethyl)cyclohexyl)methoxy)benzoic acid). Yield: 83.5%. As a reaction SMILES: [F:1][C:2]([F:12])([F:11])[C:3]1([CH2:9][OH:10])[CH2:8][CH2:7][CH2:6][CH2:5][CH2:4]1.CC(C)([O-])C.[K+].[Cl:19][C:20]1[C:21](F)=[CH:22][C:23]([F:29])=[C:24]([CH:28]=1)[C:25]([OH:27])=[O:26].Cl>CS(C)=O>[Cl:19][C:20]1[C:21]([O:10][CH2:9][C:3]2([C:2]([F:11])([F:12])[F:1])[CH2:8][CH2:7][CH2:6][CH2:5][CH2:4]2)=[CH:22][C:23]([F:29])=[C:24]([CH:28]=1)[C:25]([OH:27])=[O:26] |f:1.2|. Procedure details: To a solution of (1-(trifluoromethyl)cyclohexyl)methanol (3.20 g, 17.57 mmol) in anhydrous dimethylsulfoxide (50 ml) was added potassium tert-butoxide (4.90 g, 43.66 mmol) and the reaction mixture was stirred at ambient temperature for 30 minutes. 5-chloro-2,4-difluorobenzoic acid (3.38 g, 17.55 mmol) was added to the reaction mixture, and stirring was continued for 2 hours. The reaction mixture was acidified to pH=1 with 5% aqueous hydrochloric acid solution and extracted with ethyl acetate, th... The reactants are C1COCCOCCOCCOCCOCCO1 (18-Crown-6), ethyl ester, CS(=O)(=O)OCCN(N=CC1=CC=CC=C1)C(C(=O)OCC)=O ([1-[2-[(Methylsulfonyl)oxy]ethyl]-2-(phenylmethylene)hydrazino]oxoacetic acid, ethyl ester), [Br-].[Li+] (lithium bromide). Solvent: CC(=O)C (acetone). Run at time 3 hour. Product: BrCCN(N=CC1=CC=CC=C1)C(C(=O)OCC)=O ([1-(2-Bromoethyl)-2-(phenylmethylene)hydrazino]oxoacetic acid, ethyl ester). Reaction SMILES: CS(O[CH2:6][CH2:7][N:8]([C:17](=[O:23])[C:18]([O:20][CH2:21][CH3:22])=[O:19])[N:9]=[CH:10][C:11]1[CH:16]=[CH:15][CH:14]=[CH:13][CH:12]=1)(=O)=O.[Br-:24].[Li+].C1OCCOCCOCCOCCOCCOC1>CC(C)=O>[Br:24][CH2:6][CH2:7][N:8]([C:17](=[O:23])[C:18]([O:20][CH2:21][CH3:22])=[O:19])[N:9]=[CH:10][C:11]1[CH:16]=[CH:15][CH:14]=[CH:13][CH:12]=1 |f:1.2|. Procedure: 3.4 g. of the ethyl ester product from part (b) are dissolved in 100 ml. of acetone. 1.3 g. (50% excess) of lithium bromide and 0.1 g. of 18-Crown-6 (1,4,7,10,13,16-hexaoxacyclooctadecane) are added and the mixture is stirred for three hours at 50°. After the reaction has been completed as determined by TLC, the solvent is distilled off and the reaction mixture is taken up in 50 ml. of methylene chloride and shaken with 50 ml. of water. The organic phase is dried and concentrated to yield the cr... Starting materials: CC1C(=O)NCCCN1C(=O)CC(Cc1cc(F)c(F)cc1F)NC(=O)OC(C)(C)C, Cl, C1COCCO1. The product is Cl, CC1C(=O)NCCCN1C(=O)CC(N)Cc1cc(F)c(F)cc1F. RXN SMILES: [C:1]([O:2][C:3](=[O:4])[NH:8][CH:9]([CH2:10][C:11](=[O:12])[N:13]1[CH:14]([CH3:21])[C:15](=[O:20])[NH:16][CH2:17][CH2:18][CH2:19]1)[CH2:22][c:23]1[c:24]([F:31])[cH:25][c:26]([F:30])[c:27]([F:29])[cH:28]1)([CH3:5])([CH3:6])[CH3:7].[ClH:32].[O:33]1[CH2:34][CH2:35][O:36][CH2:37][CH2:38]1>>[ClH:32].[NH2:8][CH:9]([CH2:10][C:11](=[O:12])[N:13]1[CH:14]([CH3:21])[C:15](=[O:20])[NH:16][CH2:17][CH2:18][CH2:19]1)[CH2:22][c:23]1[c:24]([F:31])[cH:25][c:26]([F:30])[c:27]([F:29])[cH:28]1. Starting materials: C(=O)[O-].[NH4+] (Ammonium formate), C(=O)[O-].[NH4+] (ammonium formate), C(=O)[O-].[NH4+] (Ammonium formate), C(C)(=O)N1CCN(CC1)CCOC1=CC=C(C=C1)C1CCN(CC1)C=1C=CC=2N(N1)C(=NN2)C(F)(F)F (6-[4-[4-[2-(4-acetylpiperazin-1-yl)ethoxy]phenyl]piperidin-1-yl]-3-(trifluoromethyl)[1,2,4]triazolo[4,3-b]pyridazine), CCOCC (ether), C(=O)[O-].[NH4+] (ammonium formate), C(=O)[O-].[NH4+] (ammonium formate). The reagents and catalysts are [Pd] (palladium on carbon), [Pd] (palladium on carbon), [Pd] (palladium on carbon), [Pd] (palladium on carbon). Solvent: CCO (EtOH). Reaction conditions: temperature 70 celsius, time 6 hour. Yields the product C(C)(=O)N1CCN(CC1)CCOC1=CC=C(C=C1)C1CCN(CC1)C=1CCC=2N(N1)C(=NN2)C(F)(F)F (6-(4-{4-[2-(4-acetylpiperazin-1-yl)ethoxy]phenyl}piperidin-1-yl)-3-(trifluoromethyl)-7,8-dihydro[1,2,4]triazolo[4,3-b]pyridazine). Isolated yield 74.6%. Reaction SMILES: C([O-])=O.[NH4+].[C:5]([N:8]1[CH2:13][CH2:12][N:11]([CH2:14][CH2:15][O:16][C:17]2[CH:22]=[CH:21][C:20]([CH:23]3[CH2:28][CH2:27][N:26]([C:29]4[CH:30]=[CH:31][C:32]5[N:33]([C:35]([C:38]([F:41])([F:40])[F:39])=[N:36][N:37]=5)[N:34]=4)[CH2:25][CH2:24]3)=[CH:19][CH:18]=2)[CH2:10][CH2:9]1)(=[O:7])[CH3:6].CCOCC>[Pd].CCO>[C:5]([N:8]1[CH2:9][CH2:10][N:11]([CH2:14][CH2:15][O:16][C:17]2[CH:18]=[CH:19][C:20]([CH:23]3[CH2:24][CH2:25][N:26]([C:29]4[CH2:30][CH2:31][C:32]5[N:33]([C:35]([C:38]([F:39])([F:40])[F:41])=[N:36][N:37]=5)[N:34]=4)[CH2:27][CH2:28]3)=[CH:21][CH:22]=2)[CH2:12][CH2:13]1)(=[O:7])[CH3:6] |f:0.1|. Reported procedure: Ammonium formate (99 g, 1568.94 mmol) was added to 6-[4-[4-[2-(4-acetylpiperazin-1-yl)ethoxy]phenyl]piperidin-1-yl]-3-(trifluoromethyl)[1,2,4]triazolo[4,3-b]pyridazine (81.2 g, 156.89 mmol) and 10% palladium on carbon (8.35 g, 7.84 mmol) in EtOH (810 mL) under nitrogen. The resulting mixture was stirred at 70° C. for 6 hours, then ammonium formate (50 g) was added. The mixture was stirred at 70° C. for 2 hours then further portions of 10% palladium on carbon (8.35 g, 7.84 mmol) and ammonium form... Starting materials: ClC=1C=C(C#N)C=C(C1OC1=CC(=C(C=C1)O)C(=O)N1CCCCC1)Cl (3,5-dichloro-4-[4-hydroxy-3-(piperidine-1-carbonyl)-phenoxy]-benzonitrile), [N-]=[N+]=[N-].[Na+] (sodium azide), [N-]=[N+]=[N-].[Na+] (Sodium azide), [Cl-].[NH4+] (ammonium chloride). Product: ClC1=C(OC=2C=CC(=C(C2)C(=O)N2CCCCC2)O)C(=CC(=C1)C1=NN=NN1)Cl ({5-[2,6-Dichloro-4-(1H-tetrazol-5-yl)-phenoxy]-2-hydroxy-phenyl}-piperidin-1-yl-methanone). Reaction SMILES: [Cl:1][C:2]1[CH:3]=[C:4]([CH:7]=[C:8]([Cl:26])[C:9]=1[O:10][C:11]1[CH:16]=[CH:15][C:14]([OH:17])=[C:13]([C:18]([N:20]2[CH2:25][CH2:24][CH2:23][CH2:22][CH2:21]2)=[O:19])[CH:12]=1)[C:5]#[N:6].[N-:27]=[N+:28]=[N-:29].[Na+].[Cl-].[NH4+]>>[Cl:26][C:8]1[CH:7]=[C:4]([C:5]2[NH:29][N:28]=[N:27][N:6]=2)[CH:3]=[C:2]([Cl:1])[C:9]=1[O:10][C:11]1[CH:16]=[CH:15][C:14]([OH:17])=[C:13]([C:18]([N:20]2[CH2:25][CH2:24][CH2:23][CH2:22][CH2:21]2)=[O:19])[CH:12]=1 |f:1.2,3.4|. Reported procedure: {5-[2,6-Dichloro-4-(1H-tetrazol-5-yl)-phenoxy]-2-hydroxy-phenyl}-piperidin-1-yl-methanone was prepared from 3,5-dichloro-4-[4-hydroxy-3-(piperidine-1-carbonyl)-phenoxy]-benzonitrile according to a procedure analogous to that described in EXAMPLE 1, Step C. Sodium azide (2.0 equiv) and ammonium chloride (2.0 equiv) were used initially, and the reaction mixture was heated to reflux for 2 hours, after which additional sodium azide (2.0 equiv) was added, and the reaction was heated to reflux for 20 ... Reactants: O=C1CCC(=O)N1Br, Nc1c(Cl)ccc2c1CCO2, c1ccccc1. Product: Nc1c(Cl)cc(Br)c2c1CCO2. As a reaction SMILES: [Br:12][N:13]1[C:14](=[O:15])[CH2:16][CH2:17][C:18]1=[O:19].[Cl:1][c:2]1[cH:3][cH:4][c:5]2[c:6]([c:10]1[NH2:11])[CH2:7][CH2:8][O:9]2.[cH:20]1[cH:21][cH:22][cH:23][cH:24][cH:25]1>>[Cl:1][c:2]1[cH:3][c:4]([Br:12])[c:5]2[c:6]([c:10]1[NH2:11])[CH2:7][CH2:8][O:9]2.